Dataset: the Open Reaction Database (ORD), a public repository of structured organic reaction records. Task: describe an organic reaction: reactants, conditions, products, and yield Reactants: CCOC(=O)c1cnc(Nc2cc([N+](=O)[O-])ccc2C)nc1-c1cccnc1, CCO, [Na+], [Na+], O=C([O-])[O-], O. The product is Cc1ccc([N+](=O)[O-])cc1Nc1ncc(C(=O)O)c(-c2cccnc2)n1. RXN SMILES: [CH3:1][c:2]1[c:3]([NH:11][c:12]2[n:13][cH:14][c:15]([C:24](=[O:25])[O:26][CH2:27][CH3:28])[c:16](-[c:18]3[cH:19][n:20][cH:21][cH:22][cH:23]3)[n:17]2)[cH:4][c:5]([N+:8](=[O:9])[O-:10])[cH:6][cH:7]1.[CH3:36][CH2:37][OH:38].[Na+:29].[Na+:30].[O-:31][C:32](=[O:33])[O-:34].[OH2:35]>>[CH3:1][c:2]1[c:3]([NH:11][c:12]2[n:13][cH:14][c:15]([C:24](=[O:25])[OH:26])[c:16](-[c:18]3[cH:19][n:20][cH:21][cH:22][cH:23]3)[n:17]2)[cH:4][c:5]([N+:8](=[O:9])[O-:10])[cH:6][cH:7]1. Reactants: BrC=1C=CC2=C(C(=CC3=C(C=C2)C=CC=C3)O)C1 (3-bromo-5-hydroxy-dibenzo[a,e]cyclooctene), [Cr](=O)(=O)([O-])O[Cr](=O)(=O)[O-].[NH+]1=CC=CC=C1.[NH+]1=CC=CC=C1 (pyridinium dichromate), C(C)OCC (diethyl ether). Run in ClCCl (dichloromethane). Conditions: time 14 hour. Product: BrC=1C=CC2=C(C(CC3=C(C=C2)C=CC=C3)=O)C1 (3-Bromo-5-oxo-dibenzo[a,e]cyclooctene). Isolated yield 93.3%. As a reaction SMILES: [Br:1][C:2]1[CH:3]=[CH:4][C:5]2[CH:12]=[CH:11][C:10]3[CH:13]=[CH:14][CH:15]=[CH:16][C:9]=3[CH:8]=[C:7]([OH:17])[C:6]=2[CH:18]=1.[Cr](O[Cr]([O-])(=O)=O)([O-])(=O)=O.[NH+]1C=CC=CC=1.[NH+]1C=CC=CC=1.C(OCC)C>ClCCl>[Br:1][C:2]1[CH:3]=[CH:4][C:5]2[CH:12]=[CH:11][C:10]3[CH:13]=[CH:14][CH:15]=[CH:16][C:9]=3[CH2:8][C:7](=[O:17])[C:6]=2[CH:18]=1 |f:1.2.3|. Procedure: To a solution of 3-bromo-5-hydroxy-dibenzo[a,e]cyclooctene (0.75 g) in dry dichloromethane (60 ml) was added pyridinium dichromate (2.1 g) and crushed 4 A molecular sieves (1.3 g). After stirring at room temperature for 14 h, diethyl ether (150 ml) Was added and the reaction mixture was filtered through a plug of celite. The solvent was removed and the residue purified by chromatography on flash silica with 5% ethyl acetate in hexane as eluent to give, as a colorless solid, the title compound (0... The reactants are FC1=C(C=CC=C1F)C(CCCCCCCC)O (1-(2,3-Difluorophenyl)nonan-1-ol), O=P12OP3(=O)OP(=O)(O1)OP(=O)(O2)O3 (phosphorus pentoxide). The reagents and catalysts are [Pd] (palladium-on-charcoal). Product: FC1=C(C=CC=C1F)CCCCCCCCC (2,3-Difluoro-1-nonylbenzene). Reaction SMILES: [F:1][C:2]1[C:7]([F:8])=[CH:6][CH:5]=[CH:4][C:3]=1[CH:9](O)[CH2:10][CH2:11][CH2:12][CH2:13][CH2:14][CH2:15][CH2:16][CH3:17].O=P12OP3(OP(OP(O3)(O1)=O)(=O)O2)=O>[Pd]>[F:1][C:2]1[C:7]([F:8])=[CH:6][CH:5]=[CH:4][C:3]=1[CH2:9][CH2:10][CH2:11][CH2:12][CH2:13][CH2:14][CH2:15][CH2:16][CH3:17]. Procedure: Quantities: compound from Example 20 (84.6 g, 0.33 mol), phosphorus pentoxide (142 g, 1mol) and 5% palladium-on-charcoal (7 g). The experimental procedure was as described in Example 22. The reactants are C(C=C)C1=CC=CC(=C1C(=O)OCC=C)O (allyl 6-allyl-2-hydroxybenzoate), C(=O)([O-])[O-].[K+].[K+] (K2CO3), CI (MeI). The solvent is CC(=O)C (acetone). Conditions: time 40 hour. The product is C(C=C)C1=CC=CC(=C1C(=O)OCC=C)OC (allyl 6-allyl-2-methoxybenzoate). The yield is 98.0%. RXN SMILES: [CH2:1]([C:4]1[C:9]([C:10]([O:12][CH2:13][CH:14]=[CH2:15])=[O:11])=[C:8]([OH:16])[CH:7]=[CH:6][CH:5]=1)[CH:2]=[CH2:3].[C:17]([O-])([O-])=O.[K+].[K+].CI>CC(C)=O>[CH2:1]([C:4]1[C:9]([C:10]([O:12][CH2:13][CH:14]=[CH2:15])=[O:11])=[C:8]([O:16][CH3:17])[CH:7]=[CH:6][CH:5]=1)[CH:2]=[CH2:3] |f:1.2.3|. Reported procedure: To a solution of allyl 6-allyl-2-hydroxybenzoate (v) (1.2 g, 5.5 mmol) in acetone (12 mL) was added K2CO3 (0.84 g, 6.05 mmol) and MeI (1.04 mL, 16.5 mmol) and the mixture was stirred for 40 h at rt. After filtration of the mixture through a short plug of silicagel, the filtrate was concentrated in vacuo and the residue purified by 1FC (3% Et2O/pentane) to give 1.25 of allyl 6-allyl-2-methoxybenzoate (via) (98%) as a colorless oil. via: IR 2918, 2850, 1733, 1715, 1585, 1363, 1244, 1223, 914, 733 ... The reactants are CN1CC[C@]23C4=C5C=CC(=C4O[C@H]2C(=O)CC[C@]3([C@H]1C5)O)OC (Oxycodone), CN1CC[C@]23C4=C5C=CC(=C4O[C@H]2C(=CC=C3[C@H]1C5)OC)OC (thebaine), CN1CC[C@]23C4=C5C=CC(=C4O[C@H]2C(=CC=C3[C@H]1C5)OC)OC (thebaine). The reagents and catalysts are [Pd] (palladium-charcoal). Run in C(=O)O (formic acid), OO (hydrogen peroxide), N (ammonia), C(C)(=O)O (acetic acid). Product: CN1CC[C@]23C4C(=O)C=C[C@]2([C@H]1CC5=C3C(=C(C=C5)OC)O4)O (14-hydroxycodeinone). RXN SMILES: [CH3:1][N:2]1[C@@H:19]2[CH2:20][C:7]3[CH:8]=[CH:9][C:10]([O:22][CH3:23])=[C:11]4[O:12][C@H:13]5[C:14]([CH2:16][CH2:17][C@:18]2([OH:21])[C@:5]5([C:6]=34)[CH2:4][CH2:3]1)=[O:15].CN1[C@@H]2CC3C=CC(OC)=C4O[C@H]5C(OC)=CC=C2[C@]5(C=34)CC1>C(O)=O.OO.N.C(O)(=O)C.[Pd]>[CH3:1][N:2]1[C@@H:19]2[CH2:20][C:7]3[CH:8]=[CH:9][C:10]([O:22][CH3:23])=[C:11]4[O:12][CH:13]5[C:14]([CH:16]=[CH:17][C@:18]2([OH:21])[C@:5]5([C:6]=34)[CH2:4][CH2:3]1)=[O:15]. Reported procedure: Oxycodone may be prepared from thebaine by: dissolution of the thebaine in aqueous formic acid, oxidation treatment with 30% hydrogen peroxide (Seki, 18 Chem. Pharm. Bull. 671-676, 1970), neutralization with aqueous ammonia to yield 14-hydroxycodeinone and hydrogenation of the 14-hydroxycodeinone in acetic acid with the aid of a palladium-charcoal catalyst (Remington's Pharmaceutical Sciences 1041, 1975). Oxidation of thebaine may alternatively be performed using potassium dichromate in acetic a... Reactants: IC=1C=CC2=C(C=3CCNCCC3S2)C1 (3-iodo-6,7,8,9-tetrahydro-5H-10-thia-7-aza-benzo[a]azulene), ClC1=CC=C(C=C1)C=1C=CC(=NC1)C#C (5-(4-chloro-phenyl)-2-ethynyl-pyridine). Yields the product ClC1=CC=C(C=C1)C=1C=CC(=NC1)C#CC=1C=CC2=C(C=3CCNCCC3S2)C1 (3-[5-(4-chloro-phenyl)-pyridin-2-ylethynyl]-6,7,8,9-tetrahydro-5H-10-thia-7-aza-benzo[a]azulene). As a reaction SMILES: I[C:2]1[CH:3]=[CH:4][C:5]2[S:14][C:13]3[CH2:12][CH2:11][NH:10][CH2:9][CH2:8][C:7]=3[C:6]=2[CH:15]=1.[Cl:16][C:17]1[CH:22]=[CH:21][C:20]([C:23]2[CH:24]=[CH:25][C:26]([C:29]#[CH:30])=[N:27][CH:28]=2)=[CH:19][CH:18]=1>>[Cl:16][C:17]1[CH:18]=[CH:19][C:20]([C:23]2[CH:24]=[CH:25][C:26]([C:29]#[C:30][C:2]3[CH:3]=[CH:4][C:5]4[S:14][C:13]5[CH2:12][CH2:11][NH:10][CH2:9][CH2:8][C:7]=5[C:6]=4[CH:15]=3)=[N:27][CH:28]=2)=[CH:21][CH:22]=1. Procedure: Prepared according to general working method I from 3-iodo-6,7,8,9-tetrahydro-5H-10-thia-7-aza-benzo[a]azulene (770 mg, 2.34 mmol) and 5-(4-chloro-phenyl)-2-ethynyl-pyridine (500 mg, 2.34 mmol). Reactants: O1C(CCC1)CN1CCNCC1 (1-(Tetrahydro-furan-2-ylmethyl)-piperazine), BrCC#N (bromoacetonitrile). Yields the product O1C(CCC1)CN1CCN(CC1)CC#N ([4-(Tetrahydro-furan-2-ylmethyl)-piperazin-1-yl]-acetonitrile). As a reaction SMILES: [O:1]1[CH2:5][CH2:4][CH2:3][CH:2]1[CH2:6][N:7]1[CH2:12][CH2:11][NH:10][CH2:9][CH2:8]1.Br[CH2:14][C:15]#[N:16]>>[O:1]1[CH2:5][CH2:4][CH2:3][CH:2]1[CH2:6][N:7]1[CH2:8][CH2:9][N:10]([CH2:14][C:15]#[N:16])[CH2:11][CH2:12]1. Reported procedure: The title compound is synthesized by coupling of 1-(Tetrahydro-furan-2-ylmethyl)-piperazine (commercially available from CHESS GmbH) and bromoacetonitrile analogously to the preparation of Intermediate 149.2 as a white solid; ES-MS: M+=210.2.